Dataset: the Open Reaction Database (ORD), a public repository of structured organic reaction records. Task: describe an organic reaction: reactants, conditions, products, and yield Yields the product FC(C(=O)O)(F)F.N1CC(C1)OC(C)=O (acetic acid azetidin-3-yl ester trifluoroacetate salt). Reactants: C(C)(=O)OC1CN(C1)C(=O)OC(C)(C)C (tert-butyl 3-acetoxyazetidine-1-carboxylate), C(C)(=O)OC1CN(C1)C(=O)OC(C)(C)C (tert-butyl 3-acetoxyazetidine-1-carboxylate), C(=O)(C(F)(F)F)O (TFA). Solvent: C(Cl)Cl (DCM). Procedure details: To a solution of tert-butyl 3-acetoxyazetidine-1-carboxylate (Intermediate 95, 0.914 g) in DCM (5 mL) was added TFA (5 mL) and the mixture was stirred at room temperature for 30 minutes. The resultant mixture was concentrated in vacuo and azeotroped with toluene and diethyl ether to give acetic acid azetidin-3-yl ester trifluoroacetate salt (1.40 g) as a clear oil. RXN SMILES: [C:1]([O:4][CH:5]1[CH2:8][N:7](C(OC(C)(C)C)=O)[CH2:6]1)(=[O:3])[CH3:2].[C:16]([OH:22])([C:18]([F:21])([F:20])[F:19])=[O:17]>C(Cl)Cl>[F:19][C:18]([F:21])([F:20])[C:16]([OH:22])=[O:17].[NH:7]1[CH2:8][CH:5]([O:4][C:1](=[O:3])[CH3:2])[CH2:6]1 |f:3.4|. Run at time 30 minute. The reactants are CS(C)=O, [H-], [Na+], ClCc1ccncc1, c1ccc2c(c1)Sc1ccccc1C2Cc1ccncc1. The product is c1ccc2c(c1)Sc1ccccc1C2(Cc1ccncc1)Cc1ccncc1. RXN SMILES: [CH3:32][S:33]([CH3:34])=[O:35].[H-:1].[Na+:2].[cH:24]1[cH:25][c:26]([CH2:30][Cl:31])[cH:27][cH:28][n:29]1.[n:3]1[cH:4][cH:5][c:6]([CH2:9][CH:10]2[c:11]3[cH:12][cH:13][cH:14][cH:15][c:16]3[S:17][c:18]3[cH:19][cH:20][cH:21][cH:22][c:23]32)[cH:7][cH:8]1>>[n:3]1[cH:4][cH:5][c:6]([CH2:9][C:10]2([CH2:30][c:26]3[cH:25][cH:24][n:29][cH:28][cH:27]3)[c:11]3[cH:12][cH:13][cH:14][cH:15][c:16]3[S:17][c:18]3[cH:19][cH:20][cH:21][cH:22][c:23]32)[cH:7][cH:8]1.